This data is from the Open Reaction Database (ORD), a public repository of structured organic reaction records. The task is: describe an organic reaction: reactants, conditions, products, and yield RXN SMILES: [CH3:10][c:11]1[c:12]([S:17](=[O:18])(=[O:19])[Cl:20])[cH:13][cH:14][cH:15][cH:16]1.[NH2:1][c:2]1[c:3]([Cl:9])[n:4][cH:5][c:6]([Br:8])[cH:7]1.[cH:21]1[cH:22][cH:23][n:24][cH:25][cH:26]1>>[NH:1]([c:2]1[c:3]([Cl:9])[n:4][cH:5][c:6]([Br:8])[cH:7]1)[S:17]([c:12]1[c:11]([CH3:10])[cH:16][cH:15][cH:14][cH:13]1)(=[O:18])=[O:19]. Reactants: Cc1ccccc1S(=O)(=O)Cl, Nc1cc(Br)cnc1Cl, c1ccncc1. Yields the product Cc1ccccc1S(=O)(=O)Nc1cc(Br)cnc1Cl. The product is Cc1ccc2c(c1-c1ccc3ccccc3c1)C=CC2. The reactants are O=C([O-])[O-], COCCOC, Cc1ccc2c(c1Br)C=CC2, [Cs+], [Cs+], O, c1ccc([PH](c2ccccc2)(c2ccccc2)[Pd]([PH](c2ccccc2)(c2ccccc2)c2ccccc2)([PH](c2ccccc2)(c2ccccc2)c2ccccc2)[PH](c2ccccc2)(c2ccccc2)c2ccccc2)cc1, OB(O)c1ccc2ccccc2c1. RXN SMILES: [C:20](=[O:21])([O-:22])[O-:23].[CH3:14][O:15][CH2:16][CH2:17][O:18][CH3:19].[CH3:26][c:27]1[c:28]([Br:36])[c:29]2[c:33]([cH:34][cH:35]1)[CH2:32][CH:31]=[CH:30]2.[Cs+:24].[Cs+:25].[OH2:114].[c:37]1([PH:38]([Pd:39]([PH:40]([c:41]2[cH:42][cH:43][cH:44][cH:45][cH:46]2)([c:47]2[cH:48][cH:49][cH:50][cH:51][cH:52]2)[c:53]2[cH:54][cH:55][cH:56][cH:57][cH:58]2)([PH:59]([c:60]2[cH:61][cH:62][cH:63][cH:64][cH:65]2)([c:66]2[cH:67][cH:68][cH:69][cH:70][cH:71]2)[c:72]2[cH:73][cH:74][cH:75][cH:76][cH:77]2)[PH:78]([c:79]2[cH:80][cH:81][cH:82][cH:83][cH:84]2)([c:85]2[cH:86][cH:87][cH:88][cH:89][cH:90]2)[c:91]2[cH:92][cH:93][cH:94][cH:95][cH:96]2)([c:97]2[cH:98][cH:99][cH:100][cH:101][cH:102]2)[c:103]2[cH:104][cH:105][cH:106][cH:107][cH:108]2)[cH:109][cH:110][cH:111][cH:112][cH:113]1.[cH:1]1[c:2]([B:11]([OH:12])[OH:13])[cH:3][cH:4][c:5]2[cH:6][cH:7][cH:8][cH:9][c:10]12>>[cH:1]1[c:2](-[c:28]2[c:27]([CH3:26])[cH:35][cH:34][c:33]3[c:29]2[CH:30]=[CH:31][CH2:32]3)[cH:3][cH:4][c:5]2[cH:6][cH:7][cH:8][cH:9][c:10]12.